This data is from the Open Reaction Database (ORD), a public repository of structured organic reaction records. The task is: describe an organic reaction: reactants, conditions, products, and yield The reactants are ClC1=C(C=C(C(=C1)C)[N+](=O)[O-])C (1-chloro-2,5-dimethyl-4-nitrobenzene), C1NCCC2=CC=CC=C12 (1,2,3,4-tetrahydroisoquinoline). Run in CN1CCCC1 (N-methylpyrrolidine). Conditions: temperature 140 celsius, time 15 hour. Yields the product CC1=C(C=C(C(=C1)[N+](=O)[O-])C)N1CC2=CC=CC=C2CC1 (2-(2,5-dimethyl-4-nitrophenyl)-1,2,3,4-tetrahydroisoquinoline). RXN SMILES: Cl[C:2]1[CH:7]=[C:6]([CH3:8])[C:5]([N+:9]([O-:11])=[O:10])=[CH:4][C:3]=1[CH3:12].[CH2:13]1[C:22]2[C:17](=[CH:18][CH:19]=[CH:20][CH:21]=2)[CH2:16][CH2:15][NH:14]1>CN1CCCC1>[CH3:12][C:3]1[CH:4]=[C:5]([N+:9]([O-:11])=[O:10])[C:6]([CH3:8])=[CH:7][C:2]=1[N:14]1[CH2:15][CH2:16][C:17]2[C:22](=[CH:21][CH:20]=[CH:19][CH:18]=2)[CH2:13]1. Procedure details: A mixture of 1-chloro-2,5-dimethyl-4-nitrobenzene (1.65 g) and 1,2,3,4-tetrahydroisoquinoline (5 ml) in N-methylpyrrolidine (5 ml) is stirred at 140° C. for 15 h. Dilution in water followed by extraction with diethyl ether and chromatography on silica (eluent: 1/1 petroleum ether/diethyl ether) of the dried and evaporated organic phase gives 2-(2,5-dimethyl-4-nitrophenyl)-1,2,3,4-tetrahydroisoquinoline. Starting materials: N(=[N+]=[N-])[C@H]1[C@@H](CCCC1(F)F)NC(OC(C)(C)C)=O (tert-butyl [(1R,2S)-2-azido-3,3-difluorocyclohexyl]carbamate). Run in CO (methanol). Conditions: time 2 day. Yields the product N[C@H]1[C@@H](CCCC1(F)F)NC(OC(C)(C)C)=O (tert-butyl [(1R,2S)-2-amino-3,3-difluorocyclohexyl]carbamate). The yield is 96.5%. RXN SMILES: [N:1]([C@@H:4]1[C:9]([F:11])([F:10])[CH2:8][CH2:7][CH2:6][C@H:5]1[NH:12][C:13](=[O:19])[O:14][C:15]([CH3:18])([CH3:17])[CH3:16])=[N+]=[N-]>CO>[NH2:1][C@@H:4]1[C:9]([F:11])([F:10])[CH2:8][CH2:7][CH2:6][C@H:5]1[NH:12][C:13](=[O:19])[O:14][C:15]([CH3:17])([CH3:16])[CH3:18]. Procedure details: To a clean dry 1 L RBF charged with tert-butyl [(1R,2S)-2-azido-3,3-difluorocyclohexyl]carbamate 35 (18.84 g, 68.2 mmol) was added 400 mL methanol. The system was degassed and purged (3× with N2) before the addition of Pd/C (1.45 g). The reaction was stirred for 2 d under 1 atm of hydrogen. Upon reaction completion, the reaction was filtered through a plug of celite and concentrated to dryness to yield tert-butyl [(1R,2S)-2-amino-3,3-difluorocyclohexyl]carbamate 38 (16.47 g, 97% yield) as a pure... Starting materials: BrC1=[N+](C(=CC=C1)Br)[O-] (2,6-dibromo pyridine 1-oxide), S(O)(O)(=O)=O (sulfuric acid), S(O)(O)(=O)=O (sulfuric acid), [N+](=O)(O)[O-] (nitric acid). Run at temperature 79 celsius, time 3.5 hour. The product is BrC1=[N+](C(=CC(=C1)[N+](=O)[O-])Br)[O-] (2,6-dibromo-4-nitro pyridine 1-oxide). RXN SMILES: [Br:1][C:2]1[CH:7]=[CH:6][CH:5]=[C:4]([Br:8])[N+:3]=1[O-:9].S(=O)(=O)(O)O.[N+:15]([O-])([OH:17])=[O:16]>>[Br:1][C:2]1[CH:7]=[C:6]([N+:15]([O-:17])=[O:16])[CH:5]=[C:4]([Br:8])[N+:3]=1[O-:9]. Reported procedure: 2,6-dibromo pyridine 1-oxide (10 g, 39.5 mmol) was added to 65 mL of concentrated sulfuric acid at room temperature without cooling. Concentrated sulfuric acid (15 ml) and nitric acid (13.3 ml) were mixed and placed in a pressure equalising dropping funnel. The reaction mixture was heated to 79° C. then the nitrating mixture was added in portions over 25 minutes. When the addition was complete the mixture was stirred at 83-85° C. for 3.5 hours. The mixture was cooled to room temperature and slow... Reactants: CC(C)(C)OC(=O)NC1CCNCC1, [BH3-]C#N, CO, CCCCCC, CC(C)=O, CCOC(C)=O, O=CC12CC(c3ccccc31)c1ccc(Cl)cc12, [Na+], [Na+], [OH-]. The product is CC(C)(C)OC(=O)NC1CCN(CC23CC(c4ccccc42)c2ccc(Cl)cc23)CC1. As a reaction SMILES: [C:19]([CH3:20])([CH3:21])([CH3:22])[O:23][C:24](=[O:25])[NH:26][CH:27]1[CH2:28][CH2:29][NH:30][CH2:31][CH2:32]1.[C:33]([BH3-:34])#[N:35].[CH3:39][OH:40].[CH3:41][CH2:42][CH2:43][CH2:44][CH2:45][CH3:46].[CH3:47][C:48](=[O:49])[CH3:50].[CH3:51][CH2:52][O:53][C:54](=[O:55])[CH3:56].[Cl:1][c:2]1[cH:3][c:4]2[c:13]([cH:14][cH:15]1)[CH:12]1[c:11]3[c:6]([cH:7][cH:8][cH:9][cH:10]3)[C:5]2([CH:17]=[O:18])[CH2:16]1.[Na+:36].[Na+:38].[OH-:37]>>[Cl:1][c:2]1[cH:3][c:4]2[c:13]([cH:14][cH:15]1)[CH:12]1[c:11]3[c:6]([cH:7][cH:8][cH:9][cH:10]3)[C:5]2([CH2:17][N:30]2[CH2:29][CH2:28][CH:27]([NH:26][C:24]([O:23][C:19]([CH3:20])([CH3:21])[CH3:22])=[O:25])[CH2:32][CH2:31]2)[CH2:16]1. The reactants are CSC(=C1OCC2=CC=CC=C2C1=O)SC (3-(Bis-methylsulfanyl-methylene)-isochroman-4-one), [N+](=O)(O)[O-].NC(=N)N (guanidine nitrate), CC[O-].[Na+] (EtONa), O (water). Solvent: CCO (EtOH), CCO (EtOH), CCO (EtOH). The product is CSC1=NC(=NC=2C3=CC=CC=C3COC12)N (1-Methylsulfanyl-9H-10-oxa-2,4-diaza-phenanthren-3-ylamine). RXN SMILES: [N+]([O-])(O)=O.[NH2:5][C:6]([NH2:8])=[NH:7].CC[O-].[Na+].[CH3:13][S:14][C:15](SC)=[C:16]1[C:25](=O)[C:24]2[C:19](=[CH:20][CH:21]=[CH:22][CH:23]=2)[CH2:18][O:17]1.O>CCO>[CH3:13][S:14][C:15]1[C:16]2[O:17][CH2:18][C:19]3[C:24](=[CH:23][CH:22]=[CH:21][CH:20]=3)[C:25]=2[N:5]=[C:6]([NH2:8])[N:7]=1 |f:0.1,2.3|. Procedure: A solution of guanidine nitrate (1.5 g, 12 mmol) in EtOH (9 mL) was treated with 3 mL of 1 M EtONa in EtOH, refluxed for 15 minutes, cooled, treated with a solution of Example 41A in EtOH (5 mL), heated at reflux overnight, cooled, treated with water (25 mL) and extracted with CH2Cl2 (3×25 mL). The combined CH2Cl2 layers were dried (MgSO4), filtered, concentrated under reduced pressure and chromatographed on silica gel eluting with a gradient of CH2Cl2:EtOAc (1:0 and 20:1) to provide the title c... Starting materials: [Na] (sodium), FC=1C=C(C=CC1)O (3-fluorophenol), FC=1C=CC(=C(C(=O)OCC)C1)CBr (ethyl 5-fluoro-2-bromomethylbenzoate), O (water). The solvent is C(C)O (ethanol). Product: FC=1C=CC(=C(C(=O)OCC)C1)COC1=CC(=CC=C1)F (ethyl 5-fluoro-2-[(3-fluorophenyl oxy)methyl]benzoate). Yield: 105.1%. RXN SMILES: [Na].[F:2][C:3]1[CH:4]=[C:5]([OH:9])[CH:6]=[CH:7][CH:8]=1.[F:10][C:11]1[CH:12]=[CH:13][C:14]([CH2:22]Br)=[C:15]([CH:21]=1)[C:16]([O:18][CH2:19][CH3:20])=[O:17].O>C(O)C>[F:10][C:11]1[CH:12]=[CH:13][C:14]([CH2:22][O:9][C:5]2[CH:6]=[CH:7][CH:8]=[C:3]([F:2])[CH:4]=2)=[C:15]([CH:21]=1)[C:16]([O:18][CH2:19][CH3:20])=[O:17] |^1:0|. Procedure details: To a solution of 1.5 g of sodium metal in 100 ml of ethanol are added 8 g of 3-fluorophenol and 17 g of ethyl 5-fluoro-2-bromomethylbenzoate [U.S. Pat. No. 4,082,850]and the mixture is refluxed with heating for 8 hours. After cooling, 300 ml of water is added and the mixture is extracted with toluene. The extract is washed with water and a saturated saline solution and dried over magnesium sulfate. The solvent is distilled off under reduced pressure to give 20 g of ethyl 5-fluoro-2-[(3-fluorophe... Starting materials: Cl.Cl.O=C1N(CCN(C1)C1CCNCC1)CC(=O)C1=CC=C(OCC(=O)OCC)C=C1 (ethyl 4-[[2-oxo-4-(piperidin-4-yl)piperazin-1-yl]acetyl]phenoxyacetate dihydrochloride), CN(C)C1=CC=CC2=C1C(=CC=C2)N(C)C (proton sponge), C(OC(CC)OC(C)=O)(OC1=CC=C(C=C1)[N+](=O)[O-])=O (1-acetoxypropyl 4-nitrophenyl carbonate). Run in CN(C=O)C (N,N-dimethylformamide). Yields the product Cl.C(C)(=O)OC(CC)OC(=O)N1CCC(CC1)N1CC(N(CC1)CC(=O)C1=CC=C(OCC(=O)OCC)C=C1)=O (Ethyl 4-[[4-[1-(1-Acetoxypropyl)oxycarbonylpiperidin-4-yl]-2-oxopiperazin-1-yl]acetyl]phenoxyacetate Hydrochloride). Reaction SMILES: [ClH:1].Cl.[O:3]=[C:4]1[CH2:9][N:8]([CH:10]2[CH2:15][CH2:14][NH:13][CH2:12][CH2:11]2)[CH2:7][CH2:6][N:5]1[CH2:16][C:17]([C:19]1[CH:31]=[CH:30][C:22]([O:23][CH2:24][C:25]([O:27][CH2:28][CH3:29])=[O:26])=[CH:21][CH:20]=1)=[O:18].CN(C1C2C(N(C)C)=CC=CC=2C=CC=1)C.[C:48](=O)([O:57]C1C=CC([N+]([O-])=O)=CC=1)[O:49][CH:50]([O:53][C:54](=[O:56])[CH3:55])[CH2:51][CH3:52]>CN(C)C=O>[ClH:1].[C:54]([O:53][CH:50]([O:49][C:48]([N:13]1[CH2:12][CH2:11][CH:10]([N:8]2[CH2:7][CH2:6][N:5]([CH2:16][C:17]([C:19]3[CH:31]=[CH:30][C:22]([O:23][CH2:24][C:25]([O:27][CH2:28][CH3:29])=[O:26])=[CH:21][CH:20]=3)=[O:18])[C:4](=[O:3])[CH2:9]2)[CH2:15][CH2:14]1)=[O:57])[CH2:51][CH3:52])(=[O:56])[CH3:55] |f:0.1.2,6.7|. Procedure: The title compound was prepared in a yield of 115 mg (100%) as a free base from 101 mg of ethyl 4-[[2-oxo-4-(piperidin-4-yl)piperazin-1-yl]acetyl]phenoxyacetate dihydrochloride synthesized according to the method described in WO962503 in the same manner as in Example 8 except that N,N-dimethylformamide, proton sponge and 1-acetoxypropyl 4-nitrophenyl carbonate were used in an amount of 2 ml, 101 mg and 82.8 mg, respectively.